Dataset: the Open Reaction Database (ORD), a public repository of structured organic reaction records. Task: describe an organic reaction: reactants, conditions, products, and yield Yields the product ClC1=NC(=CC(=N1)Cl)CC (2,4-dichloro-6-ethylpyrimidine). Reactants: P(=O)(Cl)(Cl)Cl (phosphorous oxychloride), CN(C1=CC=CC=C1)C (N,N-dimethyl aniline), OC1=NC(=CC(=N1)O)CC (2,4-dihydroxy-6-ethyl pyrimidine), ice water, ClCCl (dichloromethane). Isolated yield 93.3%. Reaction SMILES: P(Cl)(Cl)([Cl:3])=O.CN(C)C1C=CC=CC=1.O[C:16]1[N:21]=C(O)[CH:19]=[C:18]([CH2:23][CH3:24])[N:17]=1.Cl[CH2:26][Cl:27]>>[Cl:3][C:16]1[N:21]=[C:26]([Cl:27])[CH:19]=[C:18]([CH2:23][CH3:24])[N:17]=1. Reported procedure: A mixture of phosphorous oxychloride(43 ml), N,N-dimethyl aniline(6.6 ml) and 2,4-dihydroxy-6-ethyl pyrimidine(11.12 g, 79.3 mmol) prepared in the above Step 2 was heated to reflux for 6 hours. The reaction mixture was cooled to a room temperature and diluted with dichloromethane. The diluted solution was added slowly to ice water, while maintaining the temperature of the reaction system below 10° C. and the mixture was extracted with dichloromethane. The combined dichloromethane layers were dri...